The task is: describe an organic reaction: reactants, conditions, products, and yield. This data is from the Open Reaction Database (ORD), a public repository of structured organic reaction records. The reactants are C(C)C(C1=CC=CC=C1)N (α-ethylbenzylamine), C(C1=CC=CC=C1)(=O)NC=1SC(=C(N1)C)C(=O)O (2-benzoylamino-4-methylthiazole-5-carboxylic acid), CN1CCOCC1 (4-methylmorpholine), C(C(C)C)OC(=O)Cl (iso-butylchloroformate). Run in O1CCCC1 (tetrahydrofuran). Conditions: time 15 minute. The product is C1(=CC=CC=C1)C(CC)NC(=O)C1=C(N=C(S1)NC(C1=CC=CC=C1)=O)C (2-Benzoylamino-4-methylthiazole-5-carboxylic Acid (1-Phenylpropyl)amide). Isolated yield 19.0%. As a reaction SMILES: [C:1]([NH:9][C:10]1[S:11][C:12]([C:16]([OH:18])=O)=[C:13]([CH3:15])[N:14]=1)(=[O:8])[C:2]1[CH:7]=[CH:6][CH:5]=[CH:4][CH:3]=1.CN1CCOCC1.C(OC(Cl)=O)C(C)C.[CH2:34]([CH:36]([NH2:43])[C:37]1[CH:42]=[CH:41][CH:40]=[CH:39][CH:38]=1)[CH3:35]>O1CCCC1>[C:37]1([CH:36]([NH:43][C:16]([C:12]2[S:11][C:10]([NH:9][C:1](=[O:8])[C:2]3[CH:3]=[CH:4][CH:5]=[CH:6][CH:7]=3)=[N:14][C:13]=2[CH3:15])=[O:18])[CH2:34][CH3:35])[CH:42]=[CH:41][CH:40]=[CH:39][CH:38]=1. Procedure details: To a solution of 2-benzoylamino-4-methylthiazole-5-carboxylic acid (0.13 g, 0.50 mmol) and 4-methylmorpholine (0.08 mL, 0.70 mmol) in tetrahydrofuran (20 mL) at 0° C. was added iso-butylchloroformate (0.08 mL, 0.60 mmol). The reaction mixture was stirred for 15 minutes, then warmed to ambient temperature and stirred for another hour before α-ethylbenzylamine (0.1 mL, 0.70 mmol) was added. The reaction mixture was kept stirring at ambient temperature overnight and then concentrated. Purification ... Starting materials: COC1=CC=C(C(=O)NC=2C=C(C(=O)OC)C=CC2NC(C2=CC=C(C=C2)C(C)(C)C)=O)C=C1 (methyl 3-[(4-methoxybenzoyl)amino]-4-[(4-tert-butylbenzoyl)amino]benzoate), [OH-].[Na+] (sodium hydroxide), [OH-].[Na+] (sodium hydroxide). Solvent: O1CCCC1 (tetrahydrofuran), CO (methanol). Run at time 16 hour. Yields the product COC1=CC=C(C(=O)NC=2C=C(C(=O)O)C=CC2NC(C2=CC=C(C=C2)C(C)(C)C)=O)C=C1 (3-[(4-Methoxybenzoyl)amino]-4-[(4-tert-butylbenzoyl)amino]benzoic Acid). Isolated yield 84.2%. As a reaction SMILES: [CH3:1][O:2][C:3]1[CH:34]=[CH:33][C:6]([C:7]([NH:9][C:10]2[CH:11]=[C:12]([CH:17]=[CH:18][C:19]=2[NH:20][C:21](=[O:32])[C:22]2[CH:27]=[CH:26][C:25]([C:28]([CH3:31])([CH3:30])[CH3:29])=[CH:24][CH:23]=2)[C:13]([O:15]C)=[O:14])=[O:8])=[CH:5][CH:4]=1.[OH-].[Na+]>O1CCCC1.CO>[CH3:1][O:2][C:3]1[CH:4]=[CH:5][C:6]([C:7]([NH:9][C:10]2[CH:11]=[C:12]([CH:17]=[CH:18][C:19]=2[NH:20][C:21](=[O:32])[C:22]2[CH:23]=[CH:24][C:25]([C:28]([CH3:30])([CH3:31])[CH3:29])=[CH:26][CH:27]=2)[C:13]([OH:15])=[O:14])=[O:8])=[CH:33][CH:34]=1 |f:1.2|. Procedure: To a solution of methyl 3-[(4-methoxybenzoyl)amino]-4-[(4-tert-butylbenzoyl)amino]benzoate (0.487 g, 1.00 mmol) in tetrahydrofuran (32 mL) and methanol (8 mL) was added 5 N aqueous sodium hydroxide (0.6 mL). The resulting mixture was stirred for 16 h, a second portion of 5 N aqueous sodium hydroxide (0.6 mL) added, and the mixture stirred for an additional 16 h. The solvent was concentrated in vacuo and the crude product acidified with dilute aqueous hydrochloric acid and diluted with ethyl acet... Product: FC1=C(C=CC=C1C(F)(F)F)C1CCN(CC1)CCCO (3-{4-[2-FLUORO-3-(TRIFLUOROMETHYL)PHENYL]PIPERIDIN-1-YL}PROPAN-1-OL). Reactants: FC1=C(C=CC=C1C(F)(F)F)C1CCNCC1 (4-[2-fluoro-3-(trifluoromethyl)phenyl]piperidine), amine, Cl (hydrochloric acid), C([O-])([O-])=O.[K+].[K+] (potassium carbonate), BrCCCO (3-bromo-1-propanol). The solvent is C(C)#N (acetonitrile). Reported procedure: Preparation according to Example 1: 4-[2-fluoro-3-(trifluoromethyl)phenyl]piperidine (0.45 g, 1.82 mmol), acetonitrile (20 ml), potassium carbonate (0.6 g, 1.1 mmol) and 3-bromo-1-propanol (0.185 ml, 2.0 mmol). Yield: 0.16 g (29%). The amine was converted to the hydrochloric acid salt and recrystallized from ethanol/diethyl ether: M.p. 259-261° C. MS m/z (relative intensity, 70 eV) 305 (M+, 4), 261 (16), 260 (bp), 217 (5), 177 (9). RXN SMILES: [F:1][C:2]1[C:7]([C:8]([F:11])([F:10])[F:9])=[CH:6][CH:5]=[CH:4][C:3]=1[CH:12]1[CH2:17][CH2:16][NH:15][CH2:14][CH2:13]1.C(=O)([O-])[O-].[K+].[K+].Br[CH2:25][CH2:26][CH2:27][OH:28].Cl>C(#N)C>[F:1][C:2]1[C:7]([C:8]([F:9])([F:10])[F:11])=[CH:6][CH:5]=[CH:4][C:3]=1[CH:12]1[CH2:17][CH2:16][N:15]([CH2:25][CH2:26][CH2:27][OH:28])[CH2:14][CH2:13]1 |f:1.2.3|. Yield: 65.0%. Run at time 8 hour. Starting materials: C(C)(C)(C)OC(=O)N1C([C@@H](C[C@@H]1CO[Si](C)(C)C(C)(C)C)C1=CC=C(C=C1)OCC1=CC=CC=C1)=O ((3S,5R)-3-(4-benzyloxyphenyl)-5-(tert-butyldimethylsilanyloxymethyl)-2-oxo-pyrrolidine-1-carboxylic acid tert-butyl ester), C(=O)(O)[O-].[Na+] (NaHCO3), Cl (HCl). Yields the product C(C)(C)(C)OC(=O)N1C([C@@H](C[C@@H]1CO)C1=CC=C(C=C1)OCC1=CC=CC=C1)=O ((3S,5R)-3-(4-Benzyloxyphenyl)-5-hydroxymethyl-2-oxo-pyrrolidine-1-carboxylic acid tert-butyl ester), oil. Procedure details: A solution of (3S,5R)-3-(4-benzyloxyphenyl)-5-(tert-butyldimethylsilanyloxymethyl)-2-oxo-pyrrolidine-1-carboxylic acid tert-butyl ester (2.0 g, 3.91 mmol) in tetrahydrofuran (45 mL) was cooled in an ice bath. Aqueous 0.5M HCl solution (7.8 mL, 3.9 mmol) was added and the resulting mixture was allowed to warm to room temperature while stirring overnight. After a total reaction time of 24 hours, saturated aqueous NaHCO3 solution was added. The mixture was extracted twice with diethyl ether and the... The solvent is O1CCCC1 (tetrahydrofuran). RXN SMILES: [C:1]([O:5][C:6]([N:8]1[C@@H:12]([CH2:13][O:14][Si](C(C)(C)C)(C)C)[CH2:11][C@@H:10]([C:22]2[CH:27]=[CH:26][C:25]([O:28][CH2:29][C:30]3[CH:35]=[CH:34][CH:33]=[CH:32][CH:31]=3)=[CH:24][CH:23]=2)[C:9]1=[O:36])=[O:7])([CH3:4])([CH3:3])[CH3:2].Cl.C([O-])(O)=O.[Na+]>O1CCCC1>[C:1]([O:5][C:6]([N:8]1[C@@H:12]([CH2:13][OH:14])[CH2:11][C@@H:10]([C:22]2[CH:23]=[CH:24][C:25]([O:28][CH2:29][C:30]3[CH:31]=[CH:32][CH:33]=[CH:34][CH:35]=3)=[CH:26][CH:27]=2)[C:9]1=[O:36])=[O:7])([CH3:4])([CH3:2])[CH3:3] |f:2.3|. Starting materials: C(C)(=O)[O-].[Sn+2].C(C)(=O)[O-] (tin (II) acetate). The solvent is C(C)(=O)O (acetic acid), C(C)(=O)O (acetic acid). The product is C(C)(=O)[O-].[Sn+4].C(C)(=O)[O-].C(C)(=O)[O-].C(C)(=O)[O-] (tin acetate). As a reaction SMILES: [C:1]([O-:4])(=[O:3])[CH3:2].[Sn+2:5].[C:6]([O-:9])(=[O:8])[CH3:7]>C(O)(=O)C>[C:1]([O-:4])(=[O:3])[CH3:2].[Sn+4:5].[C:6]([O-:9])(=[O:8])[CH3:7].[C:1]([O-:4])(=[O:3])[CH3:2].[C:1]([O-:4])(=[O:3])[CH3:2] |f:0.1.2,4.5.6.7.8|. Reported procedure: Catalyst preparation was conducted as follows. That is, 1.5 g of commercial tin (II) acetate (a product of Kanto Chemical Company, Inc.) was dissolved in 150 ml of acetic acid with heating. The solution was cooled to room temperature to obtain a solution of tin acetate in acetic acid. 5 g of a commercial silicon dioxide powder having an average particle diameter of 25 μm (a product of Mizusawa Industrial Chemicals, Ltd.) was weighed in a 500-ml beaker, after which 200 ml of water was added to su...